Dataset: the Open Reaction Database (ORD), a public repository of structured organic reaction records. Task: describe an organic reaction: reactants, conditions, products, and yield Starting materials: C1(=CC=CC=C1)C (Toluene), C(=C)C(=O)C (methyl vinyl ketone), O1CCOC12CCC(CC2)C2CC=C(CC2)N2CCCC2 (1-(4-(1,4-dioxaspiro[4.5]decan-8-yl)cyclohex-1-enyl)pyrrolidine), C(C)(=O)[O-].[Na+] (sodium acetate). Solvent: O (water), C(C)(=O)O (acetic acid), O (water). Yields the product C=1C(CCC2CCCCC12)=O (4,4a,5,6,7,8-hexahydronaphthalene-2(3H)-one). The yield is 79.4%. Reaction SMILES: C1(C)C=CC=CC=1.C(C(C)=O)=C.[O:13]1[C:17]2([CH2:22][CH2:21][CH:20]([CH:23]3[CH2:28][CH2:27][C:26](N4CCCC4)=CC3)[CH2:19][CH2:18]2)OCC1.C([O-])(=O)C.[Na+]>O.C(O)(=O)C>[CH:22]1[C:17](=[O:13])[CH2:18][CH2:19][CH:20]2[C:21]=1[CH2:26][CH2:27][CH2:28][CH2:23]2 |f:3.4|. Procedure: Toluene (300 ml) and methyl vinyl ketone (42 ml) were added to 1-(4-(1,4-dioxaspiro[4.5]decan-8-yl)cyclohex-1-enyl)pyrrolidine (105.8 g) obtained in the first step in a reaction vessel at room temperature under an atmosphere of nitrogen, and the mixture was refluxed for 6 hours. After the reaction mixture had been cooled to room temperature, sodium acetate (18 g), acetic acid (36 ml) and water (60 ml) were added, and the mixture was refluxed for 4 hours. After the reaction mixture had been coole... The reactants are N[C@@H](CCCCN)C(=O)O (Lysine), O=C(C(=O)O)CC (oxobutyric acid), CC(=O)C (Acetone). Run in CO (methanol). The product is O=C(C(=O)O)CC.N[C@@H](CCCCN)C(=O)O (Lysine Keto-butyrate). RXN SMILES: [NH2:1][C@H:2]([C:8]([OH:10])=[O:9])[CH2:3][CH2:4][CH2:5][CH2:6][NH2:7].[O:11]=[C:12]([CH2:16][CH3:17])[C:13]([OH:15])=[O:14].CC(C)=O>CO>[O:11]=[C:12]([CH2:16][CH3:17])[C:13]([OH:15])=[O:14].[NH2:1][C@H:2]([C:8]([OH:10])=[O:9])[CH2:3][CH2:4][CH2:5][CH2:6][NH2:7] |f:4.5|. Procedure: Lysine (1.46 g; 10 mmoles) and oxobutyric acid (1.02 g; 10 mmoles) are dissolved in 5 ml of methanol. Acetone is added, and the precipitate filtered out. The reactants are [Na] (sodium), C1(\C=C/C(=O)O1)=O (maleic anhydride), [OH-].[Na+] (sodium hydroxide), S(=O)(=O)([O-])OOS(=O)(=O)[O-].[NH4+].[NH4+] (ammonium persulfate), OO (hydrogen peroxide). The product is C(\C=C/C(=O)[O-])(=O)[O-].[Na+].[Na+] (sodium maleate). RXN SMILES: [C:1]1(=[O:7])[O:6][C:4](=[O:5])[CH:3]=[CH:2]1.[OH-].[Na+:9].S(OOS([O-])(=O)=O)([O-])(=O)=[O:11].[NH4+].[NH4+].OO.[Na]>>[C:1]([O-:6])(=[O:7])/[CH:2]=[CH:3]\[C:4]([O-:11])=[O:5].[Na+:9].[Na+:9] |f:1.2,3.4.5,8.9.10,^1:23|. Reported procedure: An aqueous solution of sodium maleate was prepared by neutralizing maleic anhydride with an aqueous sodium hydroxide solution in a four-necked flask. The aqueous solution polymerization of this product was effected in the presence of ammonium persulfate and hydrogen peroxide at 100° C. for 6 h to obtain a dyeability-improving agent comprising sodium polymaleate having a molecular weight of 1,000. Reactants: ClC1=C(C(=NC=C1)N1C(C=2SC=3CC(CC3C2CC1)(C)C)=O)C=O (4-Chloro-2-{4,4-dimethyl-9-oxo-7-thia-10-azatricyclo[6.4.0.02,6]dodeca-1(8),2(6)-dien-10-yl}pyridine-3-carbaldehyde), CN1C(C(=CC(=C1)B1OC(C(O1)(C)C)(C)C)NC1=NC=C(C=C1)N1CCN(CC1)C1COC1)=O (1-Methyl-3-(5-(4-(oxetan-3-yl)piperazin-1-yl)pyridin-2-ylamino)-5-(4,4,5,5-tetramethyl-1,3,2-dioxaborolan-2-yl)pyridin-2(1H)-one), K3PO4.3H2O. Reagents/catalysts: C1=CC=C(C=C1)P([C-]2C=CC=C2)C3=CC=CC=C3.C1=CC=C(C=C1)P([C-]2C=CC=C2)C3=CC=CC=C3.Cl[Pd]Cl.[Fe+2] (Pd(dppf)Cl2). Solvent: O1CCCC1 (tetrahydrofuran). The product is CN1C=C(C=C(C1=O)NC1=NC=C(C=C1)N1CCN(CC1)C1COC1)C1=CC=NC(=C1C=O)N1C(C=2SC=3CC(CC3C2CC1)(C)C)=O (4-(1-Methyl-5-(5-(4-(oxetan-3-yl)piperazin-1-yl)pyridin-2-ylamino)-6-oxo-1,6-dihydropyridin-3-yl)-2-{4,4-dimethyl-9-oxo-7-thia-10-azatricyclo[6.4.0.02,6]-dodeca-1(8),2(6)-dien-10-yl}nicotinaldehyde). RXN SMILES: Cl[C:2]1[CH:7]=[CH:6][N:5]=[C:4]([N:8]2[CH2:19][CH2:18][C:17]3[C:16]4[CH2:15][C:14]([CH3:21])([CH3:20])[CH2:13][C:12]=4[S:11][C:10]=3[C:9]2=[O:22])[C:3]=1[CH:23]=[O:24].[CH3:25][N:26]1[CH:31]=[C:30](B2OC(C)(C)C(C)(C)O2)[CH:29]=[C:28]([NH:41][C:42]2[CH:47]=[CH:46][C:45]([N:48]3[CH2:53][CH2:52][N:51]([CH:54]4[CH2:57][O:56][CH2:55]4)[CH2:50][CH2:49]3)=[CH:44][N:43]=2)[C:27]1=[O:58]>C1C=CC(P(C2C=CC=CC=2)[C-]2C=CC=C2)=CC=1.C1C=CC(P(C2C=CC=CC=2)[C-]2C=CC=C2)=CC=1.Cl[Pd]Cl.[Fe+2].O1CCCC1>[CH3:25][N:26]1[C:27](=[O:58])[C:28]([NH:41][C:42]2[CH:47]=[CH:46][C:45]([N:48]3[CH2:53][CH2:52][N:51]([CH:54]4[CH2:55][O:56][CH2:57]4)[CH2:50][CH2:49]3)=[CH:44][N:43]=2)=[CH:29][C:30]([C:2]2[C:3]([CH:23]=[O:24])=[C:4]([N:8]3[CH2:19][CH2:18][C:17]4[C:16]5[CH2:15][C:14]([CH3:21])([CH3:20])[CH2:13][C:12]=5[S:11][C:10]=4[C:9]3=[O:22])[N:5]=[CH:6][CH:7]=2)=[CH:31]1 |f:2.3.4.5|. Procedure details: A 100-mL single-neck round-bottomed flask equipped with a magnetic stirrer and a reflux condenser was charged with 109a (75 mg, 0.2 mmol), 1-methyl-3-(5-(4-(oxetan-3-yl)piperazin-1-yl)pyridin-2-ylamino)-5-(4,4,5,5-tetramethyl-1,3,2-dioxaborolan-2-yl)pyridin-2(1H)-one 101l (94 mg, 0.2 mmol), Pd(dppf)Cl2 (17 mg, 0.02 mmol), K3PO4.3H2O (140 mg, 0.6 mmol), and tetrahydrofuran (10 mL). After three cycles of vacuum/argon flush, the mixture was heated at reflux for 4 h. It was then cooled to room tempe... The reactants are Cl (hydrochloride), CSC=1C=NC=CC1 (3-methylthiopyridine), C1CS1 (ethylene sulfide), 3-methylthiopyridine1, Cl (HCl). Run in O (H2O), CCOCC (ether). The product is [Cl-].CSC=1C=[N+](C=CC1)CCS (3-Methylthio-1-(2-mercaptoethyl)pyridinium chloride). Reaction SMILES: [ClH:1].[CH3:2][S:3][C:4]1[CH:5]=[N:6][CH:7]=[CH:8][CH:9]=1.[CH2:10]1[S:12][CH2:11]1>CCOCC.O>[Cl-:1].[CH3:2][S:3][C:4]1[CH:5]=[N+:6]([CH2:10][CH2:11][SH:12])[CH:7]=[CH:8][CH:9]=1 |f:5.6|. Procedure: To a solution of 3-methylthiopyridine1 (2.00 g, 0.016 mol) in 10 mL of ether was added 15 mL of 1 N HCl and the mixture was well shaken. The aqueous phase was separated, washed with 10 mL of ether and then evaporated. The residual hydrochloride was then dried in vacuo (P2O5) to give a white solid. To this solid hydrochloride was added 3-methylthiopyridine (1.88 g, 0.015 mol) and ethylene sulfide (0.89 mL, 0.015 mol) and the resulting mixture was heated (oil bath) at 55°-65° C. under N2 for 15 h.... Reactants: COC(C1=CC=C(C=C1)N1CCN(CC1)C)=O (4-(4-Methyl-piperazin-1-yl)-benzoic acid methyl ester), Cl (HCl). Solvent: CC(=O)C (acetone). Run at temperature 2 celsius. Product: Cl.CN1CCN(CC1)C1=CC=C(C(=O)O)C=C1 (4-(4-Methyl-piperazin-1-yl)-benzoic acid hydrochlorid). Reaction SMILES: C[O:2][C:3](=[O:17])[C:4]1[CH:9]=[CH:8][C:7]([N:10]2[CH2:15][CH2:14][N:13]([CH3:16])[CH2:12][CH2:11]2)=[CH:6][CH:5]=1.[ClH:18]>CC(C)=O>[ClH:18].[CH3:16][N:13]1[CH2:12][CH2:11][N:10]([C:7]2[CH:8]=[CH:9][C:4]([C:3]([OH:17])=[O:2])=[CH:5][CH:6]=2)[CH2:15][CH2:14]1 |f:3.4|. Reported procedure: 4-(4-Methyl-piperazin-1-yl)-benzoic acid methyl ester (8.5 mmol) is dissolved in 4N HCl (15 ml) and heated under reflux for 8 hours. The mixture is cooled in an ice bath to 0-4° C., diluted with 5 ml acetone and the solid material formed is filtered off, washed with acetone and dried (vacuum). A white powder with mp. >270° C., Rf=0.11 (CH2Cl2/MeOH=9:1) is obtained. Run at time 1 hour. Yields the product NC=1N=CC(=NC1)C1=CC=C(C=C1F)C=1C(=CC=CC1)S (4′-(5-aminopyrazin-2-yl)-5′-fluorobiphenyl-2-thiol). Procedure: To a solution consisting of ethyl 3-(4′-(5-aminopyrazin-2-yl)-5′-fluorobiphenyl-2-ylthio)propanoate (7.7 g, 19.4 mmol) and THF (60 mL) was added t-BuOK (4.3 g, 38.8 mmol) and the mixture stirred for 1 hour at rt. The reaction mixture was poured into water (100 mL) and the system brought to a pH=5-6 with 1 M HCl. The mixture was, extracted with EtOAc (80 mL×3) and the combined extracts dried over Na2SO4, filtered and concentrated to dryness to give 4′-(5-aminopyrazin-2-yl)-5′-fluorobiphenyl-2-thi... Isolated yield 79.7%. RXN SMILES: [NH2:1][C:2]1[N:3]=[CH:4][C:5]([C:8]2[C:13]([F:14])=[CH:12][C:11]([C:15]3[CH:20]=[CH:19][CH:18]=[CH:17][C:16]=3[S:21]CCC(OCC)=O)=[CH:10][CH:9]=2)=[N:6][CH:7]=1.C1COCC1.CC([O-])(C)C.[K+].Cl>O>[NH2:1][C:2]1[N:3]=[CH:4][C:5]([C:8]2[C:13]([F:14])=[CH:12][C:11]([C:15]3[C:16]([SH:21])=[CH:17][CH:18]=[CH:19][CH:20]=3)=[CH:10][CH:9]=2)=[N:6][CH:7]=1 |f:2.3|. Starting materials: NC=1N=CC(=NC1)C1=CC=C(C=C1F)C1=C(C=CC=C1)SCCC(=O)OCC (ethyl 3-(4′-(5-aminopyrazin-2-yl)-5′-fluorobiphenyl-2-ylthio)propanoate), Cl (HCl), C1CCOC1 (THF), CC(C)(C)[O-].[K+] (t-BuOK). Solvent: O (water). Reactants: CC(C)(C)OC(=O)N1CCNC(=O)C1, C=CCBr, C1CCOC1. Product: C=CCN1CCN(C(=O)OC(C)(C)C)CC1=O. Reaction SMILES: [C:1]([CH3:2])([CH3:3])([CH3:4])[O:5][C:6](=[O:7])[N:8]1[CH2:9][C:10](=[O:14])[NH:11][CH2:12][CH2:13]1.[CH2:15]([CH:16]=[CH2:17])[Br:18].[CH2:19]1[O:20][CH2:21][CH2:22][CH2:23]1>>[C:1]([CH3:2])([CH3:3])([CH3:4])[O:5][C:6](=[O:7])[N:8]1[CH2:9][C:10](=[O:14])[N:11]([CH2:17][CH:16]=[CH2:15])[CH2:12][CH2:13]1. The reagents and catalysts are CC(C)(C#N)N=NC(C)(C)C#N (AIBN). Yields the product BrCC1=C(C=CC(=C1)[N+](=O)[O-])F (2-(bromomethyl)-1-fluoro-4-nitrobenzene). The reactants are FC1=C(C=C(C=C1)[N+](=O)[O-])C (1-fluoro-2-methyl-4-nitrobenzene), C1CC(=O)N(C1=O)Br (NBS). The yield is 50.8%. Conditions: temperature 80 celsius. Reaction SMILES: [F:1][C:2]1[CH:7]=[CH:6][C:5]([N+:8]([O-:10])=[O:9])=[CH:4][C:3]=1[CH3:11].C1C(=O)N([Br:19])C(=O)C1>FC(F)(F)C1C=CC=CC=1.CC(N=NC(C#N)(C)C)(C#N)C>[Br:19][CH2:11][C:3]1[CH:4]=[C:5]([N+:8]([O-:10])=[O:9])[CH:6]=[CH:7][C:2]=1[F:1]. Run in FC(C1=CC=CC=C1)(F)F (trifluorotoluene). Procedure: A mixture of 1-fluoro-2-methyl-4-nitrobenzene (2.5 g, 16.12 mmol) and NBS (3.16 g, 17.73 mmol) in trifluorotoluene (45 mL) was treated with AIBN (66 mg, 0.403 mmol) and heated at 80° C. overnight. The mixture was cooled to RT, the solids removed via filtration and the filtrate concentrated to dryness. The residue was dissolved in EtOAc, washed with water, then brine, dried over Na2SO4, concentrated to dryness and purified via silica gel chromatography (EtOAc/Hex) to afford 2-(bromomethyl)-1-fluo...